From a dataset of the Open Reaction Database (ORD), a public repository of structured organic reaction records. describe an organic reaction: reactants, conditions, products, and yield RXN SMILES: [CH3:38][CH2:39][O:40][CH2:41][CH3:42].[Cl:1][c:2]1[cH:3][cH:4][c:5]([C:8]([CH2:9][CH2:10][CH2:11][OH:12])=[CH2:13])[cH:6][cH:7]1.[Cl:35][CH2:36][Cl:37].[Cr:14]([O:15][Cr:16]([O-:17])(=[O:18])=[O:19])([O-:20])(=[O:21])=[O:22].[nH+:23]1[cH:24][cH:25][cH:26][cH:27][cH:28]1.[nH+:29]1[cH:30][cH:31][cH:32][cH:33][cH:34]1>>[Cl:1][c:2]1[cH:3][cH:4][c:5]([C:8]([CH2:9][CH2:10][CH:11]=[O:12])=[CH2:13])[cH:6][cH:7]1. The reactants are CCOCC, C=C(CCCO)c1ccc(Cl)cc1, ClCCl, O=[Cr](=O)([O-])O[Cr](=O)(=O)[O-], c1cc[nH+]cc1, c1cc[nH+]cc1. The product is C=C(CCC=O)c1ccc(Cl)cc1.